Dataset: the Open Reaction Database (ORD), a public repository of structured organic reaction records. Task: describe an organic reaction: reactants, conditions, products, and yield The reactants are O=C([O-])[O-], CC1(C)OB(c2ccc(Oc3ccc(C#N)cc3)cc2)OC1(C)C, COCCOC, CN1CCN(C2CCC(n3nc(I)c4c(N)ncnc43)CC2)CC1, [Na+], [Na+], O, O. Product: CN1CCN(C2CCC(n3nc(-c4ccc(Oc5ccc(C#N)cc5)cc4)c4c(N)ncnc43)CC2)CC1. RXN SMILES: [C:50](=[O:51])([O-:52])[O-:53].[CH3:1][C:2]1([CH3:3])[C:4]([CH3:5])([CH3:6])[O:7][B:8]([c:9]2[cH:10][cH:11][c:12]([O:13][c:14]3[cH:15][cH:16][c:17]([C:18]#[N:19])[cH:20][cH:21]3)[cH:22][cH:23]2)[O:24]1.[CH3:56][O:57][CH2:58][CH2:59][O:60][CH3:61].[I:25][c:26]1[n:27][n:28]([CH:36]2[CH2:37][CH2:38][CH:39]([N:42]3[CH2:43][CH2:44][N:45]([CH3:48])[CH2:46][CH2:47]3)[CH2:40][CH2:41]2)[c:29]2[n:30][cH:31][n:32][c:33]([NH2:35])[c:34]12.[Na+:54].[Na+:55].[OH2:49].[OH2:62]>>[c:9]1(-[c:26]2[n:27][n:28]([CH:36]3[CH2:37][CH2:38][CH:39]([N:42]4[CH2:43][CH2:44][N:45]([CH3:48])[CH2:46][CH2:47]4)[CH2:40][CH2:41]3)[c:29]3[n:30][cH:31][n:32][c:33]([NH2:35])[c:34]23)[cH:10][cH:11][c:12]([O:13][c:14]2[cH:15][cH:16][c:17]([C:18]#[N:19])[cH:20][cH:21]2)[cH:22][cH:23]1. Reactants: O=C(N1C=CC=2C=CC(O)=CC21)C(C)(C)C. The reagents and catalysts are OC(C)(C)C(O)(C)C, BrB(Br)Br. Reaction conditions: temperature 25 celsius, time 16 hour. The product is O=C(N1C=CC=2C=CC(O)=C(B3OC(C)(C)C(O3)(C)C)C21)C(C)(C)C. Yield: 33.0%.